The task is: describe an organic reaction: reactants, conditions, products, and yield. This data is from the Open Reaction Database (ORD), a public repository of structured organic reaction records. Solvent: CO (methanol), [H][H] (hydrogen). As a reaction SMILES: C([O:8][CH2:9][CH2:10][O:11][C:12]1[CH:43]=[CH:42][C:15]([CH2:16][C@H:17]([C:35]([O:37][C:38]([CH3:41])([CH3:40])[CH3:39])=[O:36])[CH2:18][C@@H:19]([C:28]([O:30][C:31]([CH3:34])([CH3:33])[CH3:32])=[O:29])[NH:20][C:21]([O:23][C:24]([CH3:27])([CH3:26])[CH3:25])=[O:22])=[CH:14][C:13]=1[O:44][C:45]([CH3:48])([CH3:47])[CH3:46])C1C=CC=CC=1>CO.[Pd].[H][H]>[C:24]([O:23][C:21]([NH:20][C@H:19]([C:28]([O:30][C:31]([CH3:34])([CH3:33])[CH3:32])=[O:29])[CH2:18][C@H:17]([CH2:16][C:15]1[CH:42]=[CH:43][C:12]([O:11][CH2:10][CH2:9][OH:8])=[C:13]([O:44][C:45]([CH3:48])([CH3:47])[CH3:46])[CH:14]=1)[C:35]([O:37][C:38]([CH3:40])([CH3:39])[CH3:41])=[O:36])=[O:22])([CH3:25])([CH3:26])[CH3:27]. The product is C(C)(C)(C)OC(=O)N[C@@H](C[C@@H](C(=O)OC(C)(C)C)CC1=CC(=C(C=C1)OCCO)OC(C)(C)C)C(=O)OC(C)(C)C (di-tert-butyl (4S)—N-(tert-butoxycarbonyl)-4-[3-tert-butoxy-4-(2-hydroxyethoxy)benzyl]-L-glutamate). Starting materials: C(C1=CC=CC=C1)OCCOC1=C(C=C(C[C@@H](C[C@H](NC(=O)OC(C)(C)C)C(=O)OC(C)(C)C)C(=O)OC(C)(C)C)C=C1)OC(C)(C)C (di-tert-butyl (4S)-4-{4-[2-(benzyloxy)ethoxy]-3-tert-butoxybenzyl}-N-(tert-butoxycarbonyl)-L-glutamate). Reagents/catalysts: [Pd] (palladium on carbon). Reported procedure: To a solution of 340 mg (0.506 mmol) di-tert-butyl (4S)-4-{4-[2-(benzyloxy)ethoxy]-3-tert-butoxybenzyl}-N-(tert-butoxycarbonyl)-L-glutamate in 5 ml methanol was added a little amount of palladium on carbon. The solution is stirred in hydrogen atmosphere for 4 hours. The reaction mixture is filtrated. The filtrate is concentrated. The crude product is concentrated in vacuo. The crude product (310 mg) was used in the following reaction without further purification. The reactants are C=O, Cc1ncc(CO)c(C=O)c1O, [K+], [K+], [K+], NC(Cc1ccc(O)cc1)C(=O)O, O=P([O-])([O-])[O-], O=P([O-])([O-])[O-]. Product: NC(CO)(Cc1ccc(O)cc1)C(=O)O. As a reaction SMILES: [CH2:14]=[O:15].[CH:16](=[O:17])[c:18]1[c:19]([OH:20])[c:21]([CH3:22])[n:23][cH:24][c:25]1[CH2:26][OH:27].[K+:38].[K+:39].[K+:40].[NH2:1][CH:2]([CH2:3][c:4]1[cH:5][cH:6][c:7]([OH:8])[cH:9][cH:10]1)[C:11]([OH:12])=[O:13].[O-:28][P:29](=[O:30])([O-:31])[O-:32].[P:33]([O-:34])([O-:35])([O-:36])=[O:37]>>[NH2:1][C:2]([CH2:3][c:4]1[cH:5][cH:6][c:7]([OH:8])[cH:9][cH:10]1)([C:11]([OH:12])=[O:13])[CH2:16][OH:17].